The task is: describe an organic reaction: reactants, conditions, products, and yield. This data is from the Open Reaction Database (ORD), a public repository of structured organic reaction records. Reactants: CCN=C=NCCCN(C)C, CCN(C(C)C)C(C)C, C1CCOC1, Cl, Nc1ccc(Oc2ccnc3cc(I)sc23)c(F)c1, O=C(O)C1CCNC1=O, On1nnc2ccccc21. Yields the product O=C1NCCC1C(=O)Nc1ccc(Oc2ccnc3cc(I)sc23)c(F)c1. RXN SMILES: [CH2:30]([N:31]=[C:32]=[N:33][CH2:34][CH2:35][CH2:36][N:37]([CH3:38])[CH3:39])[CH3:40].[CH2:51]([N:52]([CH:53]([CH3:54])[CH3:55])[CH:56]([CH3:57])[CH3:58])[CH3:59].[CH2:60]1[O:61][CH2:62][CH2:63][CH2:64]1.[ClH:29].[F:1][c:2]1[cH:3][c:4]([NH2:5])[cH:6][cH:7][c:8]1[O:9][c:10]1[c:11]2[c:12]([n:13][cH:14][cH:15]1)[cH:16][c:17]([I:19])[s:18]2.[O:20]=[C:21]1[NH:22][CH2:23][CH2:24][CH:25]1[C:26](=[O:27])[OH:28].[n:41]1([OH:42])[c:43]2[cH:44][cH:45][cH:46][cH:47][c:48]2[n:49][n:50]1>>[F:1][c:2]1[cH:3][c:4]([NH:5][C:26]([CH:25]2[C:21](=[O:20])[NH:22][CH2:23][CH2:24]2)=[O:27])[cH:6][cH:7][c:8]1[O:9][c:10]1[c:11]2[c:12]([n:13][cH:14][cH:15]1)[cH:16][c:17]([I:19])[s:18]2. Starting materials: CC(C)(C)P(c1ccccc1-c1ccccc1)C(C)(C)C, CCC(C)Nc1cc(C(=O)OC)cc(Cl)n1, CS(N)(=O)=O, Cc1ccccc1, [Na]. Product: CCC(C)Nc1cc(C(=O)OC)cc(NS(C)(=O)=O)n1. As a reaction SMILES: [C:17]([P:18]([C:19]([CH3:20])([CH3:21])[CH3:22])[c:23]1[cH:24][cH:25][cH:26][cH:27][c:28]1-[c:29]1[cH:30][cH:31][cH:32][cH:33][cH:34]1)([CH3:35])([CH3:36])[CH3:37].[CH3:1][O:2][C:3]([c:4]1[cH:5][c:6]([NH:11][CH:12]([CH3:13])[CH2:14][CH3:15])[n:7][c:8]([Cl:10])[cH:9]1)=[O:16].[CH3:38][S:39](=[O:40])(=[O:41])[NH2:42].[CH3:44][c:45]1[cH:46][cH:47][cH:48][cH:49][cH:50]1.[Na:43]>>[CH3:1][O:2][C:3]([c:4]1[cH:5][c:6]([NH:11][CH:12]([CH3:13])[CH2:14][CH3:15])[n:7][c:8]([NH:42][S:39]([CH3:38])(=[O:40])=[O:41])[cH:9]1)=[O:16]. Starting materials: O=O (oxygen), C(C)(C)C(=O)OCC(C=O)(C)C (isopropylcarbonyloxypivalaldehyde). Product: OC(COC(=O)C(C)C)(C)C (2-hydroxy-1-isopropylcarbonyloxy-2-methylpropane). The yield is 74.0%. Reaction SMILES: [O:1]=O.[CH:3]([C:6]([O:8][CH2:9][C:10]([CH3:14])(C)[CH:11]=O)=[O:7])([CH3:5])[CH3:4]>>[OH:1][C:10]([CH3:11])([CH3:14])[CH2:9][O:8][C:6]([CH:3]([CH3:4])[CH3:5])=[O:7]. Procedure details: 80 parts of oxygen are passed into 172 parts of isopropylcarbonyloxypivalaldehyde in a stirred reactor at 100° C. in the course of 5 hours. When the reaction has ended, the reaction mixture is subjected to fractional distillation. 118 parts (74% of theory) of 2-hydroxy-1-isopropylcarbonyloxy-2-methylpropane (boiling point 48°-49° C./0.4 mbar) are obtained. Starting materials: CC(=O)[O-], COc1ccc2ccc(S(=O)(=O)NC3CCN(Cc4ccc5ccnc(Cl)c5c4)C3=O)cc2c1, [NH4+], Oc1ccccc1. Yields the product Cl, COc1ccc2ccc(S(=O)(=O)NC3CCN(Cc4ccc5ccnc(N)c5c4)C3=O)cc2c1. Reaction SMILES: [CH3:43][C:44](=[O:45])[O-:46].[Cl:8][c:9]1[n:10][cH:11][cH:12][c:13]2[cH:14][cH:15][c:16]([CH2:19][N:20]3[C:21](=[O:41])[CH:22]([NH:25][S:26](=[O:27])(=[O:28])[c:29]4[cH:30][c:31]5[cH:32][c:33]([O:39][CH3:40])[cH:34][cH:35][c:36]5[cH:37][cH:38]4)[CH2:23][CH2:24]3)[cH:17][c:18]12.[NH4+:42].[OH:1][c:2]1[cH:3][cH:4][cH:5][cH:6][cH:7]1>>[ClH:8].[c:9]1([NH2:42])[n:10][cH:11][cH:12][c:13]2[cH:14][cH:15][c:16]([CH2:19][N:20]3[C:21](=[O:41])[CH:22]([NH:25][S:26](=[O:27])(=[O:28])[c:29]4[cH:30][c:31]5[cH:32][c:33]([O:39][CH3:40])[cH:34][cH:35][c:36]5[cH:37][cH:38]4)[CH2:23][CH2:24]3)[cH:17][c:18]12. The reactants are Cl.COC([C@@H](NC(CN(CC1=CC=CC2=CC=CC=C12)C[C@H](C(CC)C)N)=O)CCSC)=O (N-[2(S)-amino-3-methylpentyl)-N-(1-naphthylmethyl)-glycyl-methionine methyl ester hydrochloride), C(C1=CC=CC=C1)OCC(=O)Cl (benzyloxyacetyl chloride). The product is COC([C@@H](NC(CN(CC1=CC=CC2=CC=CC=C12)C[C@H]([C@H](CC)C)NC(COCC1=CC=CC=C1)=O)=O)CCSC)=O (N-{2(S)-[(Benzyloxy)acetamido]-3(S)-methylpentyl}-N-(1-naphthylmethyl)-glycyl-methionine methyl ester). Reaction SMILES: Cl.[CH3:2][O:3][C:4](=[O:33])[C@H:5]([CH2:29][CH2:30][S:31][CH3:32])[NH:6][C:7](=[O:28])[CH2:8][N:9]([CH2:21][C@@H:22]([NH2:27])[CH:23]([CH3:26])[CH2:24][CH3:25])[CH2:10][C:11]1[C:20]2[C:15](=[CH:16][CH:17]=[CH:18][CH:19]=2)[CH:14]=[CH:13][CH:12]=1.[CH2:34]([O:41][CH2:42][C:43](Cl)=[O:44])[C:35]1[CH:40]=[CH:39][CH:38]=[CH:37][CH:36]=1>>[CH3:2][O:3][C:4](=[O:33])[C@H:5]([CH2:29][CH2:30][S:31][CH3:32])[NH:6][C:7](=[O:28])[CH2:8][N:9]([CH2:21][C@@H:22]([NH:27][C:43](=[O:44])[CH2:42][O:41][CH2:34][C:35]1[CH:40]=[CH:39][CH:38]=[CH:37][CH:36]=1)[C@@H:23]([CH3:26])[CH2:24][CH3:25])[CH2:10][C:11]1[C:20]2[C:15](=[CH:16][CH:17]=[CH:18][CH:19]=2)[CH:14]=[CH:13][CH:12]=1 |f:0.1|. Procedure: The title compound was prepared from N-[2(S)-amino-3-methylpentyl)-N-(1-naphthylmethyl)-glycyl-methionine methyl ester hydrochloride (Example 1, Step E) and benzyloxyacetyl chloride (Aldrich) under standard conditions. Reactants: ClCCl, CO, Cc1cc2cc(F)ccc2[nH]1, [Na+], CN(C)C=O, [OH-], O, O=P(Cl)(Cl)Cl. Yields the product Cc1[nH]c2ccc(F)cc2c1C=O. Reaction SMILES: [CH2:27]([Cl:28])[Cl:29].[CH3:25][OH:26].[F:6][c:7]1[cH:8][c:9]2[cH:10][c:11]([CH3:16])[nH:12][c:13]2[cH:14][cH:15]1.[Na+:19].[O:20]=[CH:21][N:22]([CH3:23])[CH3:24].[OH-:18].[OH2:17].[P:1]([Cl:2])([Cl:3])([Cl:4])=[O:5]>>[F:6][c:7]1[cH:8][c:9]2[c:10]([CH:21]=[O:20])[c:11]([CH3:16])[nH:12][c:13]2[cH:14][cH:15]1.